This data is from the Open Reaction Database (ORD), a public repository of structured organic reaction records. The task is: describe an organic reaction: reactants, conditions, products, and yield Reactants: ClC=1C=C(C#N)C=C(N1)N1CCC(CC1)O (2-Chloro-6-(4-hydroxypiperidin-1-yl)isonicotinonitrile), ClC=1C=C(C(=O)N)C=C(N1)Cl (2,6-dichloroisonicotinamide), OC1CCNCC1 (4-hydroxypiperidine). The product is ClC=1C=C(C(=O)N)C=C(N1)N1CCC(CC1)O (2-Chloro-6-(4-hydroxypiperidin-1-yl)isonicotinamide). As a reaction SMILES: [Cl:1][C:2]1[CH:3]=[C:4]([CH:7]=[C:8]([N:10]2[CH2:15][CH2:14][CH:13]([OH:16])[CH2:12][CH2:11]2)[N:9]=1)[C:5]#[N:6].ClC1C=C(C=C(Cl)N=1)C(N)=[O:22].OC1CCNCC1>>[Cl:1][C:2]1[CH:3]=[C:4]([CH:7]=[C:8]([N:10]2[CH2:15][CH2:14][CH:13]([OH:16])[CH2:12][CH2:11]2)[N:9]=1)[C:5]([NH2:6])=[O:22]. Procedure details: The title compound was prepared in a manner analogous to Intermediate 26 starting from 2,6-dichloroisonicotinamide and 4-hydroxypiperidine (both commercially available). Starting materials: ClCCOCC1=C(C(NC(N1)=O)C1=CC(=CC=C1)Cl)C(=O)O (6-(2-chloroethoxymethyl)-4-(3-chlorophenyl)-2-oxo-1,2,3,4-tetrahydropyrimidine-5-carboxylic acid), C1(=CC=CC=C1)C(CCN)C1=CC=CC=C1 (3,3-diphenylpropylamine), CCN=C=NCCCN(C)C.Cl (WSC hydrochloride). Run in ClCCl (dichloromethane). Reaction conditions: time 8 hour. Yields the product C1(=CC=CC=C1)C(CCNC(=O)C=1C(NC(NC1COCCCl)=O)C1=CC(=CC=C1)Cl)C1=CC=CC=C1 (6-(2chloroethoxymethyl)-4-(3-chlorophenyl)-2-oxo-1,2,3,4-tetrahydropyrimidine-5-carboxylic acid (3,3-diphenylpropyl)amide). As a reaction SMILES: [Cl:1][CH2:2][CH2:3][O:4][CH2:5][C:6]1[NH:11][C:10](=[O:12])[NH:9][CH:8]([C:13]2[CH:18]=[CH:17][CH:16]=[C:15]([Cl:19])[CH:14]=2)[C:7]=1[C:20]([OH:22])=O.[C:23]1([CH:29]([C:33]2[CH:38]=[CH:37][CH:36]=[CH:35][CH:34]=2)[CH2:30][CH2:31][NH2:32])[CH:28]=[CH:27][CH:26]=[CH:25][CH:24]=1.CCN=C=NCCCN(C)C.Cl>ClCCl>[C:33]1([CH:29]([C:23]2[CH:24]=[CH:25][CH:26]=[CH:27][CH:28]=2)[CH2:30][CH2:31][NH:32][C:20]([C:7]2[CH:8]([C:13]3[CH:18]=[CH:17][CH:16]=[C:15]([Cl:19])[CH:14]=3)[NH:9][C:10](=[O:12])[NH:11][C:6]=2[CH2:5][O:4][CH2:3][CH2:2][Cl:1])=[O:22])[CH:34]=[CH:35][CH:36]=[CH:37][CH:38]=1 |f:2.3|. Procedure: 139 mg (0.417 mmol) of 6-(2-chloroethoxymethyl)-4-(3-chlorophenyl)-2-oxo-1,2,3,4-tetrahydropyrimidine-5-carboxylic acid and 106 mg (0.500 mmol) of 3,3-diphenylpropylamine were dissolved in 10 ml of dichloromethane. 120 mg (0.626 mmol) of WSC hydrochloride was added to the obtained solution under cooling with ice, and they were stirred at room temperature overnight. After the concentration under reduced pressure, the reaction mixture was diluted with ethyl acetate and then washed with 1 N hydroch... The reactants are [N+](=O)([O-])C=1C=C(C2=C(OCCO2)C1)C(=O)O (7-nitro-1,4-benzodioxane-5-carboxylic acid), C(C)O (ethanol), [H][H] (hydrogen). Reagents/catalysts: [Ni] (Raney nickel). Solvent: O (water). Conditions: temperature 60 celsius. Yields the product NC=1C=C(C2=C(OCCO2)C1)C(=O)O (7-amino-1,4-benzodioxane-5-carboxylic acid). Yield: 75.2%. Reaction SMILES: [N+:1]([C:4]1[CH:5]=[C:6]([C:14]([OH:16])=[O:15])[C:7]2[O:12][CH2:11][CH2:10][O:9][C:8]=2[CH:13]=1)([O-])=O.C(O)C.[H][H]>[Ni].O>[NH2:1][C:4]1[CH:5]=[C:6]([C:14]([OH:16])=[O:15])[C:7]2[O:12][CH2:11][CH2:10][O:9][C:8]=2[CH:13]=1. Reported procedure: 56 g of 7-nitro-1,4-benzodioxane-5-carboxylic acid, 560 ml of absolute ethanol and Raney nickel were introduced into an autoclave and then hydrogen under a pressure of 65 kg/cm2 was introduced while heating. The mixture was then agitated at 60° C. and treated with a solution of 50 ml of soda lye in 450 ml of water. The solution was filtered and treated with 50 ml of hydrochloric acid. The precipitate was dried off, washed with water and dried. 36.5 g of 7-amino-1,4-benzodioxane-5-carboxylic acid... Reactants: CO, COC(=O)c1ccc(Cl)c(SCC2CC2)c1C, [Na+], [OH-]. Product: Cc1c(C(=O)O)ccc(Cl)c1SCC1CC1. Reaction SMILES: [CH3:20][OH:21].[Cl:3][c:4]1[c:5]([S:15][CH2:16][CH:17]2[CH2:18][CH2:19]2)[c:6]([CH3:14])[c:7]([C:8](=[O:9])[O:10][CH3:11])[cH:12][cH:13]1.[Na+:2].[OH-:1]>>[Cl:3][c:4]1[c:5]([S:15][CH2:16][CH:17]2[CH2:18][CH2:19]2)[c:6]([CH3:14])[c:7]([C:8](=[O:9])[OH:10])[cH:12][cH:13]1. Reactants: O1CCOC12CCC(CC2)CCN2CCN(CC2)C=2C=C(C(=O)N(C)OC)C=CC2 (3-{4-[2-(1,4-dioxaspiro[4.5]dec-8-yl)ethyl]piperazin-1-yl}-N-methoxy-N-methylbenzamide), C(C)[Mg]Br (ethylmagnesium bromide). Run in O1CCCC1 (tetrahydrofuran), C(O)([O-])=O.[Na+] (sodium hydrogen carbonate), O1CCCC1 (tetrahydrofuran). Run at time 90 minute. Yields the product O1CCOC12CCC(CC2)CCN2CCN(CC2)C=2C=C(C=CC2)C(CC)=O (1-(3-{4-[2-(1,4-dioxaspiro[4.5]dec-8-yl)ethyl]piperazin-1-yl}phenyl)propan-1-one). The yield is 72.0%. Reaction SMILES: [O:1]1[C:5]2([CH2:10][CH2:9][CH:8]([CH2:11][CH2:12][N:13]3[CH2:18][CH2:17][N:16]([C:19]4[CH:20]=[C:21]([CH:28]=[CH:29][CH:30]=4)[C:22](N(OC)C)=[O:23])[CH2:15][CH2:14]3)[CH2:7][CH2:6]2)[O:4][CH2:3][CH2:2]1.[CH2:31]([Mg]Br)[CH3:32]>O1CCCC1.C(=O)([O-])O.[Na+]>[O:4]1[C:5]2([CH2:10][CH2:9][CH:8]([CH2:11][CH2:12][N:13]3[CH2:14][CH2:15][N:16]([C:19]4[CH:20]=[C:21]([C:22](=[O:23])[CH2:31][CH3:32])[CH:28]=[CH:29][CH:30]=4)[CH2:17][CH2:18]3)[CH2:7][CH2:6]2)[O:1][CH2:2][CH2:3]1 |f:3.4|. Reported procedure: To a solution of 1.6 g (3.8 mmol) of 3-{4-[2-(1,4-dioxaspiro[4.5]dec-8-yl)ethyl]piperazin-1-yl}-N-methoxy-N-methylbenzamide in 25 mL of dry tetrahydrofuran cooled to 0° C. are added 8 mL of 1M ethylmagnesium bromide solution in tetrahydrofuran. The mixture is stirred for 90 minutes then poured in 100 mL of an aqueous saturated sodium hydrogen carbonate solution. The product is extracted twice with ethyl acetate. The organic phases are combined, dried over magnesium sulfate, filtered and concentr... Starting materials: 2-(3'-hydroxyphenyl)-1-oxa-4-azospiro[4,5]decane hydrochloride, Cl.OC=1C=C(C=CC1)C(CN)O (1-(3'-hydroxyphenyl)-2-amino-ethanol hydrochloride), O (water), C1CCCCC1 (cyclohexane), O (water). Run in C1=CC=CC=C1 (benzene), C1=CC=CC=C1 (benzene). Yields the product OC=1C=C(C=CC1)C1OC2(NC1)CCCCC2 (2-(3'-HYDROXYPHENYL)-1-OXA-4-AZASPIRO[4,5]DECANE). Reaction SMILES: Cl.[OH:2][C:3]1[CH:4]=[C:5]([CH:9]([OH:12])[CH2:10][NH2:11])[CH:6]=[CH:7][CH:8]=1.[CH2:13]1[CH2:18][CH2:17][CH2:16][CH2:15][CH2:14]1.O>C1C=CC=CC=1>[OH:2][C:3]1[CH:4]=[C:5]([CH:9]2[CH2:10][NH:11][C:13]3([CH2:18][CH2:17][CH2:16][CH2:15][CH2:14]3)[O:12]2)[CH:6]=[CH:7][CH:8]=1 |f:0.1|. Reported procedure: A suspension of 20 g. of 1-(3'-hydroxyphenyl)-2-amino-ethanol hydrochloride in 100 ml. of cyclohexane is heated, while stirring vigorously, in a three-necked flask equipped with a dropping funnel, water separator, and thermometer. Above a temperature of 80° C., up to 100 ml. of benzene are added dropwise in such a manner so that the water of reaction formed together with the benzene is distilled of azeotropically. The temperature of the flask contents is, at the finish, about 130° C. After cooli... Reactants: ClCCl, CN(C)S(=O)(=O)Cl, CC(C)(C)ONC(=O)C(N)CS(=O)(=O)c1ccc(Oc2ccccc2)cc1, c1ccncc1. Yields the product CN(C)S(=O)(=O)NC(CS(=O)(=O)c1ccc(Oc2ccccc2)cc1)C(=O)NOC(C)(C)C. RXN SMILES: [CH2:35]([Cl:36])[Cl:37].[CH3:28][N:29]([S:30](=[O:31])(=[O:32])[Cl:33])[CH3:34].[NH2:1][CH:2]([C:3](=[O:4])[NH:5][O:6][C:7]([CH3:8])([CH3:9])[CH3:10])[CH2:11][S:12](=[O:13])(=[O:14])[c:15]1[cH:16][cH:17][c:18]([O:21][c:22]2[cH:23][cH:24][cH:25][cH:26][cH:27]2)[cH:19][cH:20]1.[cH:38]1[cH:39][cH:40][n:41][cH:42][cH:43]1>>[NH:1]([CH:2]([C:3](=[O:4])[NH:5][O:6][C:7]([CH3:8])([CH3:9])[CH3:10])[CH2:11][S:12](=[O:13])(=[O:14])[c:15]1[cH:16][cH:17][c:18]([O:21][c:22]2[cH:23][cH:24][cH:25][cH:26][cH:27]2)[cH:19][cH:20]1)[S:30]([N:29]([CH3:28])[CH3:34])(=[O:31])=[O:32]. Starting materials: NC=1C=C(C(=O)C2=CC=CC=C2)C=CC1NCCCC (3-amino-4-n-butylaminobenzophenone), C(=O)(OC)N=C=S (carbomethoxy isothiocyanate). Run in C(C)OCC (diethyl ether). Conditions: time 3 hour. Product: C(=O)(OC)NC(NC=1C=C(C(=O)C2=CC=CC=C2)C=CC1NCCCC)=S (3-(3-carbomethoxythioureido)-4-n-butylaminobenzophenone). Isolated yield 10.2%. As a reaction SMILES: [NH2:1][C:2]1[CH:3]=[C:4]([CH:13]=[CH:14][C:15]=1[NH:16][CH2:17][CH2:18][CH2:19][CH3:20])[C:5]([C:7]1[CH:12]=[CH:11][CH:10]=[CH:9][CH:8]=1)=[O:6].[C:21]([N:25]=[C:26]=[S:27])([O:23][CH3:24])=[O:22]>C(OCC)C>[C:21]([NH:25][C:26](=[S:27])[NH:1][C:2]1[CH:3]=[C:4]([CH:13]=[CH:14][C:15]=1[NH:16][CH2:17][CH2:18][CH2:19][CH3:20])[C:5]([C:7]1[CH:12]=[CH:11][CH:10]=[CH:9][CH:8]=1)=[O:6])([O:23][CH3:24])=[O:22]. Procedure: To a solution of 3-amino-4-n-butylaminobenzophenone (2.38 g.) in diethyl ether (200 ml.) is added carbomethoxy isothiocyanate (1.4 g.). The reaction mixture is stirred at room temperature for three hours. The product is collected by filtration and dried to afford 0.2 g. of product, m.p. 160°-162° C., dec. The filtrate is allowed to stand overnight at room temperature and a second crop is collected amounting to 0.15 g., m.p. 162° C., dec. The total amount of 3-(3-carbomethoxythioureido)-4-n-butyl... The reactants are amide, N1=CC=CC=C1 (pyridine), NC1=CC=NC=C1 (4-aminopyridine), C1(=CC=CC=C1)CCC(=O)Cl (β-(phenyl)propionyl chloride). Product: C1(=CC=CC=C1)CCC(=O)NC1=CC=NC=C1 (β-(phenyl)-N-(4-pyridyl)propionamide), C1(=CC=CC=C1)C(CNC1=CC=NC=C1)C (N-[(β-phenyl)-n-propyl]-4-pyridinamine). RXN SMILES: [NH2:1][C:2]1[CH:7]=[CH:6][N:5]=[CH:4][CH:3]=1.[C:8]1([CH2:14][CH2:15][C:16](Cl)=[O:17])[CH:13]=[CH:12][CH:11]=[CH:10][CH:9]=1.[N:19]1[CH:24]=[CH:23][CH:22]=[CH:21][CH:20]=1>>[C:8]1([CH2:14][CH2:15][C:16]([NH:1][C:2]2[CH:7]=[CH:6][N:5]=[CH:4][CH:3]=2)=[O:17])[CH:13]=[CH:12][CH:11]=[CH:10][CH:9]=1.[C:8]1([CH:14]([CH3:15])[CH2:2][NH:1][C:22]2[CH:23]=[CH:24][N:19]=[CH:20][CH:21]=2)[CH:9]=[CH:10][CH:11]=[CH:12][CH:13]=1. Procedure details: β-(phenyl)-N-(4-pyridyl)propionamide is prepared by reacting 4-aminopyridine with β-(phenyl)propionyl chloride in pyridine at room temperature. The amide is reduced to give the title compound by treating a solution of the amide in dry tetrahydrofuran stirred and cooled to 0° C. with diborane in a stream of nitrogen.